Dataset: the Open Reaction Database (ORD), a public repository of structured organic reaction records. Task: describe an organic reaction: reactants, conditions, products, and yield Reactants: C(C)(C)(C)C1=CC=C(C=C1)S(=O)(=O)N1CC2=C(NC3=C1C=C(C=C3)C(N)=NO)N=C(C=C2)C(F)(F)F (6-[(4-tert-butylphenyl)sulfonyl]-N′-hydroxy-2-(trifluoromethyl)-6,11-dihydro-5H-pyrido[2,3-b][1,5]benzodiazepine-8-carboximidamide), C(C)(C)(C)C1=CC=C(C=C1)S(=O)(=O)N1CC2=C(NC3=C1C=C(C=C3)C(N)=NO)N=C(C=C2)C(F)(F)F (6-[(4-tert-butylphenyl)sulfonyl]-N′-hydroxy-2-(trifluoromethyl)-6,11-dihydro-5H-pyrido[2,3-b][1,5]benzodiazepine-8-carboximidamide), C(C1=CC=CC=C1)OCC(=O)O (2-benzyloxyacetic acid), CCN(C(C)C)C(C)C (DIPEA), C=1C=CC2=C(C1)N=NN2O (HOBt), CC(N=C=NC(C)C)C (DIC). Run in CCOC(=O)C (EtOAc), C(Cl)Cl (DCM). Conditions: time 4 hour. Yields the product C(C)(C)(C)C1=CC=C(C=C1)S(=O)(=O)N1CC2=C(NC3=C1C=C(C=C3)C3=NOC(=N3)CO)N=C(C=C2)C(F)(F)F ({3-[6-[(4-tert-Butylphenyl)sulfonyl]-2-(trifluoromethyl)-6,11-dihydro-5H-pyrido[2,3-b][1,5]benzodiazepin-8-yl]-1,2,4-oxadiazol-5-yl}methanol). RXN SMILES: [C:1]([C:5]1[CH:10]=[CH:9][C:8]([S:11]([N:14]2[C:20]3[CH:21]=[C:22]([C:25](=[N:27][OH:28])[NH2:26])[CH:23]=[CH:24][C:19]=3[NH:18][C:17]3[N:29]=[C:30]([C:33]([F:36])([F:35])[F:34])[CH:31]=[CH:32][C:16]=3[CH2:15]2)(=[O:13])=[O:12])=[CH:7][CH:6]=1)([CH3:4])([CH3:3])[CH3:2].[CH2:37]([O:44]CC(O)=O)[C:38]1C=CC=CC=1.CCN(C(C)C)C(C)C.C1C=CC2N(O)N=NC=2C=1.CC(C)N=C=NC(C)C>C(Cl)Cl.CCOC(C)=O>[C:1]([C:5]1[CH:6]=[CH:7][C:8]([S:11]([N:14]2[C:20]3[CH:21]=[C:22]([C:25]4[N:26]=[C:38]([CH2:37][OH:44])[O:28][N:27]=4)[CH:23]=[CH:24][C:19]=3[NH:18][C:17]3[N:29]=[C:30]([C:33]([F:35])([F:36])[F:34])[CH:31]=[CH:32][C:16]=3[CH2:15]2)(=[O:13])=[O:12])=[CH:9][CH:10]=1)([CH3:4])([CH3:2])[CH3:3]. Procedure: A mixture of 6-[(4-tert-butylphenyl)sulfonyl]-N′-hydroxy-2-(trifluoromethyl)-6,11-dihydro-5H-pyrido[2,3-b][1,5]benzodiazepine-8-carboximidamide (intermediate 55, 0.20 g, 0.38 mmol), 2-benzyloxyacetic acid (0.064 mg, 0.385 mmol), DIPEA (0.103 mg, 0.800 mmol), HOBt (0.108 g, 0.8 mmol), and DIC (0.073 g, 0.578 mmol) in DCM (3.85 mL) was stirred at rt for 4 h. The reaction mixture was diluted with EtOAc, washed with dilute NaOH, 5% citric acid, dried (MgSO4) and concentrated to afford the desired pr...